Dataset: the Open Reaction Database (ORD), a public repository of structured organic reaction records. Task: describe an organic reaction: reactants, conditions, products, and yield Starting materials: O1C(OCC1)C(C)[C@H]1CC[C@H]2[C@@H]3C=CC4=CC(C=C[C@]4(C)[C@H]3CC[C@]12C)=O (20-(1,3-dioxolan-2-yl)pregna-1,4,6-trien-3-one), CC1(COC(OC1)C(C)[C@H]1CC[C@H]2[C@@H]3C=CC4=CC(C=C[C@]4(C)[C@H]3CC[C@]12C)=O)C (20-(5,5-dimethyl-1,3-dioxan-2-yl)pregna-1,4,6-trien-3-one). Yields the product O1C(OCC1)C(C)[C@H]1CC[C@H]2[C@@H]3C=CC4=CC([C@H]5[C@@H]([C@]4(C)[C@H]3CC[C@]12C)O5)=O (20-(1,3-dioxolan-2-yl)-1α,2α-epoxypregna-4,6-dien-3-one). Isolated yield 74.8%. Reaction SMILES: [O:1]1[CH2:5][CH2:4][O:3][CH:2]1[CH:6]([C@@H:8]1[C@:25]2([CH3:26])[C@H:11]([C@H:12]3[C@H:22]([CH2:23][CH2:24]2)[C@:20]2([CH3:21])[C:15](=[CH:16][C:17](=[O:27])[CH:18]=[CH:19]2)[CH:14]=[CH:13]3)[CH2:10][CH2:9]1)[CH3:7].CC1(C)COC(C([C@@H]2[C@]3(C)[C@H]([C@H]4[C@H](CC3)[C@]3(C)C(=CC(=O)C=C3)C=C4)CC2)C)[O:31]C1>>[O:1]1[CH2:5][CH2:4][O:3][CH:2]1[CH:6]([C@@H:8]1[C@:25]2([CH3:26])[C@H:11]([C@H:12]3[C@H:22]([CH2:23][CH2:24]2)[C@:20]2([CH3:21])[C:15](=[CH:16][C:17](=[O:27])[C@@H:18]4[O:31][C@@H:19]42)[CH:14]=[CH:13]3)[CH2:10][CH2:9]1)[CH3:7]. Procedure details: The procedure of Example 6 was repeated except that 4.16 g (11.3 mmoles) of 20-(1,3-dioxolan-2-yl)pregna-1,4,6-trien-3-one was used in lieu of 4.66 g of 20-(5,5-dimethyl-1,3-dioxan-2-yl)pregna-1,4,6-trien-3-one to give 3.25 g of 20-(1,3-dioxolan-2-yl)-1α,2α-epoxypregna-4,6-dien-3-one (yield: 75%). RXN SMILES: [CH3:39][N:40]([CH3:41])[c:42]1[cH:43][cH:44][n:45][cH:46][cH:47]1.[CH3:48][CH2:49][O:50][C:51](=[O:52])[CH3:53].[CH:15]1([N:18]2[CH2:19][CH2:20][CH:21]([NH2:24])[CH2:22][CH2:23]2)[CH2:16][CH2:17]1.[CH:25]([N:26]([CH2:27][CH3:28])[CH:29]([CH3:30])[CH3:31])([CH3:32])[CH3:33].[F:1][c:2]1[c:3]([N+:12](=[O:13])[O-:14])[cH:4][c:5]([S:8](=[O:9])(=[O:10])[NH2:11])[cH:6][cH:7]1.[Na+:58].[O-:54][C:55]([OH:56])=[O:57].[O:34]1[CH2:35][CH2:36][CH2:37][CH2:38]1>>[c:2]1([NH:24][CH:21]2[CH2:20][CH2:19][N:18]([CH:15]3[CH2:16][CH2:17]3)[CH2:23][CH2:22]2)[c:3]([N+:12](=[O:13])[O-:14])[cH:4][c:5]([S:8](=[O:9])(=[O:10])[NH2:11])[cH:6][cH:7]1. The reactants are CN(C)c1ccncc1, CCOC(C)=O, NC1CCN(C2CC2)CC1, CCN(C(C)C)C(C)C, NS(=O)(=O)c1ccc(F)c([N+](=O)[O-])c1, [Na+], O=C([O-])O, C1CCOC1. Product: NS(=O)(=O)c1ccc(NC2CCN(C3CC3)CC2)c([N+](=O)[O-])c1. Reactants: C(C)(C)(C)OC(=O)C1=C(SC=2COC(CC21)CNC(CC2=CC1=C(OCO1)C=C2)=O)N (2-amino-5-((2-benzo[1,3]dioxol-5-yl-acetylamino)-methyl]4,7-dihydro-5H-thieno[2,3-c]pyran-3-carboxylic acid tert-butyl ester), C(C)(C)(C)OC(C(=O)N1C=NC=C1)=O (imidazol-1-yl-oxo-acetic acid tert-butyl ester). Run in ClCCl (dichloromethane). Run at time 18 hour. Product: C(C)(C)(C)OC(=O)C1=C(SC=2COCC(C21)NC(CC2=CC1=C(OCO1)C=C2)=O)C ((2-benzo[1,3]dioxol-5-yl-acetylamino)-methyl-4,7-dihydro-5H-thieno[2,3-c]pyran-3-carboxylic acid tert-butyl ester). Reaction SMILES: [C:1]([O:5][C:6]([C:8]1[C:16]2C[CH:14]([CH2:17][NH:18][C:19](=[O:30])[CH2:20][C:21]3[CH:29]=[CH:28][C:24]4[O:25][CH2:26][O:27][C:23]=4[CH:22]=3)[O:13][CH2:12][C:11]=2[S:10][C:9]=1N)=[O:7])([CH3:4])([CH3:3])[CH3:2].[C:32](OC(=O)C(N1C=CN=C1)=O)(C)(C)C>ClCCl>[C:1]([O:5][C:6]([C:8]1[C:16]2[CH:17]([NH:18][C:19](=[O:30])[CH2:20][C:21]3[CH:29]=[CH:28][C:24]4[O:25][CH2:26][O:27][C:23]=4[CH:22]=3)[CH2:14][O:13][CH2:12][C:11]=2[S:10][C:9]=1[CH3:32])=[O:7])([CH3:4])([CH3:3])[CH3:2]. Procedure: To a solution of the above crude 2-amino-5-((2-benzo[1,3]dioxol-5-yl-acetylamino)-methyl]4,7-dihydro-5H-thieno[2,3-c]pyran-3-carboxylic acid tert-butyl ester (0.17 g, 0.38 mmol) in dichloromethane (5 ml) was added imidazol-1-yl-oxo-acetic acid tert-butyl ester (0.22 g, 1.14 mmol). The reaction mixture was stirred at room temperature for 18 hours, the volatiles evaporated in vacuo and the residue diluted with ethyl acetate. The organic layer was washed with hydrochloric acid (1% (v/v), 2×25 ml), ... The reactants are CCO, Cc1c(OCCCl)cccc1[N+](=O)[O-]. The product is Cc1c(N)cccc1OCCCl. RXN SMILES: [CH3:15][CH2:16][OH:17].[Cl:1][CH2:2][CH2:3][O:4][c:5]1[c:6]([CH3:14])[c:7]([N+:11]([O-:12])=[O:13])[cH:8][cH:9][cH:10]1>>[Cl:1][CH2:2][CH2:3][O:4][c:5]1[c:6]([CH3:14])[c:7]([NH2:11])[cH:8][cH:9][cH:10]1. Starting materials: FC(C(=O)O)(F)F.FC(C(=O)O)(F)F.ClC=1C=NC=2NC=3C=CC=C(CCC4=CC(=CC(NC1N2)=C4)N)C3 (6-chloro-2,4,8,22-tetraazatetracyclo[14.3.1.1(3,7).1(9,13)]docosa-1(20),3(22),4,6,9(21),10,12,16,18-nonaen-11-amine bis(trifluoroacetate)), N(=C=O)C1=CC=C(C#N)C=C1 (4-isocyanatobenzonitrile). The product is FC(C(=O)O)(F)F.ClC=1C=NC=2NC=3C=CC=C(CCC4=CC(=CC(NC1N2)=C4)NC(=O)NC4=CC=C(C=C4)C#N)C3 (N-[6-Chloro-2,4,8,22-tetraazatetracyclo[14.3.1.1(3,7).1(9,13)]docosa-1(20),3(22),4,6,9(21),10,12,16,18-nonaen-11-yl]-N′-(4-cyanophenyl)urea trifluoroacetate). The yield is 52.0%. As a reaction SMILES: [F:1][C:2]([F:7])([F:6])[C:3]([OH:5])=[O:4].FC(F)(F)C(O)=O.[Cl:15][C:16]1[CH:17]=[N:18][C:19]2[NH:20][C:21]3[CH:22]=[CH:23][CH:24]=[C:25]([CH:38]=3)[CH2:26][CH2:27][C:28]3[CH:36]=[C:32]([NH:33][C:34]=1[N:35]=2)[CH:31]=[C:30]([NH2:37])[CH:29]=3.[N:39]([C:42]1[CH:49]=[CH:48][C:45]([C:46]#[N:47])=[CH:44][CH:43]=1)=[C:40]=[O:41]>>[F:1][C:2]([F:7])([F:6])[C:3]([OH:5])=[O:4].[Cl:15][C:16]1[CH:17]=[N:18][C:19]2[NH:20][C:21]3[CH:22]=[CH:23][CH:24]=[C:25]([CH:38]=3)[CH2:26][CH2:27][C:28]3[CH:36]=[C:32]([NH:33][C:34]=1[N:35]=2)[CH:31]=[C:30]([NH:37][C:40]([NH:39][C:42]1[CH:49]=[CH:48][C:45]([C:46]#[N:47])=[CH:44][CH:43]=1)=[O:41])[CH:29]=3 |f:0.1.2,4.5|. Reported procedure: The desired compound was prepared according to the procedure of Example B83, using 6-chloro-2,4,8,22-tetraazatetracyclo[14.3.1.1(3,7).1(9,13)]docosa-1(20),3(22),4,6,9(21),10,12,16,18-nonaen-11-amine bis(trifluoroacetate) and 4-isocyanatobenzonitrile as the starting materials in 52% yield. LCMS for C26H21ClN7O (M+H)+: m/z=482.2. 1H NMR (400 MHz, DMSO-d6): δ 9.55 (s, 1H), 9.49 (s, 1H), 9.35 (s, 1H), 8.97 (s, 1H), 8.12 (s, 1H), 7.86 (m, 1H), 7.67 (m, 2H), 7.59 (m, 2H), 7.33 (m, 1H), 7.23 (m, 1H), 7... Reactants: [Na] (sodium), C(=O)(O)[O-].[Na+].O (NaHCO3 H2O), ( g ), BrCC1OC(CC1)CCC1=C(C=CC(=C1)F)OC (2-(Bromomethyl)-5-(2′-methoxy-5′-fluorophenethyl)tetrahydrofuran), [Na+].[I-] (NaI), [C-]#N.[K+] (potassium cyanide). Run in CS(=O)C (DMSO). Reaction conditions: temperature 70 celsius. The product is C(#N)CC1OC(CC1)CCC1=C(C=CC(=C1)F)OC (2-Cyanomethyl-5-(5′-fluoro-2-methoxyphenethyl)tetrahydrofuran). As a reaction SMILES: Br[CH2:2][CH:3]1[CH2:7][CH2:6][CH:5]([CH2:8][CH2:9][C:10]2[CH:15]=[C:14]([F:16])[CH:13]=[CH:12][C:11]=2[O:17][CH3:18])[O:4]1.[Na+].[I-].[C-:21]#[N:22].[K+].[Na].C([O-])(O)=O.[Na+].O>CS(C)=O>[C:21]([CH2:2][CH:3]1[CH2:7][CH2:6][CH:5]([CH2:8][CH2:9][C:10]2[CH:15]=[C:14]([F:16])[CH:13]=[CH:12][C:11]=2[O:17][CH3:18])[O:4]1)#[N:22] |f:1.2,3.4,6.7.8,^1:23|. Procedure details: To a vial under an atmosphere of Ar(g) was added 10 (1.23 g, 4.3 mmol), NaI (100 mg), potassium cyanide (0.7 g, 10.6 mmol), and dry DMSO (15 mL). The mixture obtained was heated to 70° C. under an atmosphere of Ar for 12 h. After cooling to room temperature, the reaction mixture was poured into a separatory funnel containing sodium bicarcarbonate aqueous solution (sat. NaHCO3/H2O, 50:50, v:v, 80 mL). The organic fraction was extracted with EtOAc (3×60 mL) and the combined organic layers were was... The product is COc1ccc(-c2c(C#N)nn(-c3c(Cl)cc(C(F)(F)F)cc3Cl)c2N)cc1. As a reaction SMILES: [C:22](=[O:23])([O-:24])[OH:25].[CH3:27][O:28][c:29]1[cH:30][cH:31][c:32]([B:35]([OH:36])[OH:37])[cH:33][cH:34]1.[CH3:39][c:40]1[cH:41][cH:42][cH:43][cH:44][cH:45]1.[CH3:46][CH2:47][OH:48].[NH2:1][c:2]1[c:3]([I:21])[c:4]([C:19]#[N:20])[n:5][n:6]1-[c:7]1[c:8]([Cl:18])[cH:9][c:10]([C:14]([F:15])([F:16])[F:17])[cH:11][c:12]1[Cl:13].[Na+:26].[OH2:38].[cH:49]1[cH:50][cH:51][c:52]([P:53]([Pd:54]([P:55]([c:56]2[cH:57][cH:58][cH:59][cH:60][cH:61]2)([c:62]2[cH:63][cH:64][cH:65][cH:66][cH:67]2)[c:68]2[cH:69][cH:70][cH:71][cH:72][cH:73]2)([P:74]([c:75]2[cH:76][cH:77][cH:78][cH:79][cH:80]2)([c:81]2[cH:82][cH:83][cH:84][cH:85][cH:86]2)[c:87]2[cH:88][cH:89][cH:90][cH:91][cH:92]2)[P:93]([c:94]2[cH:95][cH:96][cH:97][cH:98][cH:99]2)([c:100]2[cH:101][cH:102][cH:103][cH:104][cH:105]2)[c:106]2[cH:107][cH:108][cH:109][cH:110][cH:111]2)([c:112]2[cH:113][cH:114][cH:115][cH:116][cH:117]2)[c:118]2[cH:119][cH:120][cH:121][cH:122][cH:123]2)[cH:124][cH:125]1>>[NH2:1][c:2]1[c:3](-[c:32]2[cH:31][cH:30][c:29]([O:28][CH3:27])[cH:34][cH:33]2)[c:4]([C:19]#[N:20])[n:5][n:6]1-[c:7]1[c:8]([Cl:18])[cH:9][c:10]([C:14]([F:15])([F:16])[F:17])[cH:11][c:12]1[Cl:13]. Reactants: O=C([O-])O, COc1ccc(B(O)O)cc1, Cc1ccccc1, CCO, N#Cc1nn(-c2c(Cl)cc(C(F)(F)F)cc2Cl)c(N)c1I, [Na+], O, c1ccc(P(c2ccccc2)(c2ccccc2)[Pd](P(c2ccccc2)(c2ccccc2)c2ccccc2)(P(c2ccccc2)(c2ccccc2)c2ccccc2)P(c2ccccc2)(c2ccccc2)c2ccccc2)cc1.